This data is from the Open Reaction Database (ORD), a public repository of structured organic reaction records. The task is: describe an organic reaction: reactants, conditions, products, and yield The reactants are C(CC=C)C1OC1 (2-(But-3-enyl)oxirane), CC(C)=CC (2-methylbut-2-ene). The reagents and catalysts are catalyst 1. The product is CC(=CCCC1OC1)C (2-(4-methylpent-3-enyl)oxirane). RXN SMILES: [CH2:1]([CH:5]1[CH2:7][O:6]1)CC=C.[CH3:8][C:9](=[CH:11][CH3:12])[CH3:10]>>[CH3:8][C:9]([CH3:10])=[CH:11][CH2:12][CH2:1][CH:5]1[CH2:7][O:6]1. Procedure details: 2-(But-3-enyl)oxirane (1.000 g, 10 mmol) and 2-methylbut-2-ene (10 g, 102 mmol) were stirred at room temperature for 24 hr in a sealed scintillation vial with Zhan catalyst 1 (0.057 g, 0.086 mmol). Solvent was removed under reduced pressure and the residue purified by column chromatography (0-10% EtOAc/n-hexane/silica) to give 2-(4-methylpent-3-enyl)oxirane as a colorless oil. 1H NMR (CDCl3): δ 5.2-5.1 (m, 1H), 2.95-2.88 (m, 1H), 2.75 (dd, 1H J1=5.0, J2=4.1), 2.48 (dd, 1H J1=5.0, J2=2.8), 2.15 (... Starting materials: C1(CC1)C1=CC(=NN1)NC1=CC(=NC=C1N)N[C@@H](C)C1=CC=C(C=C1)F ((S)-N4-(5-cyclopropyl-1H-pyrazol-3-yl)-N2-(1-(4-fluorophenyl)ethyl)pyridine-2,4,5-triamine), C(C)(=O)O.C(=N)N (formamidine acetate), C(=O)(O)[O-].[Na+] (NaHCO3), CCOC(=O)C (EtOAc). Solvent: CCO (EtOH). Reaction conditions: temperature 25 celsius. Product: C1(CC1)C1=CC(=NN1)N1C=NC=2C=NC(=CC21)N[C@@H](C)C2=CC=C(C=C2)F (1-(5-Cyclopropyl-1H-pyrazol-3-yl)-N-((S)-1-(4-fluorophenyl)ethyl)-1H-imidazo[4,5-c]pyridin-6-amine). Yield: 59.0%. Reaction SMILES: [CH:1]1([C:4]2[NH:8][N:7]=[C:6]([NH:9][C:10]3[C:15]([NH2:16])=[CH:14][N:13]=[C:12]([NH:17][C@H:18]([C:20]4[CH:25]=[CH:24][C:23]([F:26])=[CH:22][CH:21]=4)[CH3:19])[CH:11]=3)[CH:5]=2)[CH2:3][CH2:2]1.[C:27](O)(=O)C.C(N)=N.C([O-])(O)=O.[Na+].CCOC(C)=O>CCO>[CH:1]1([C:4]2[NH:8][N:7]=[C:6]([N:9]3[C:10]4[CH:11]=[C:12]([NH:17][C@H:18]([C:20]5[CH:21]=[CH:22][C:23]([F:26])=[CH:24][CH:25]=5)[CH3:19])[N:13]=[CH:14][C:15]=4[N:16]=[CH:27]3)[CH:5]=2)[CH2:3][CH2:2]1 |f:1.2,3.4|. Procedure: A mixture of (S)-N4-(5-cyclopropyl-1H-pyrazol-3-yl)-N2-(1-(4-fluorophenyl)ethyl)pyridine-2,4,5-triamine (Method 88, 0.15 g, 0.43 mmol) and formamidine acetate (0.089 g, 0.85 mmol) in EtOH (5 ml) was heated at reflux for 2 hours. After cooling to 25° C., the reaction mixture was treated with saturated NaHCO3 solution (10 ml) and EtOAc (30 ml). The organic layer was separated, washed with brine (10 ml), and dried over sodium sulfate. The solvent was removed under reduced pressure and the residue w...